Dataset: the Open Reaction Database (ORD), a public repository of structured organic reaction records. Task: describe an organic reaction: reactants, conditions, products, and yield Reactants: C(C)NC1=CC=CC=C1 (N-ethylaniline), C(C1=CC=CC=C1)O (benzyl alcohol), P(OC1=CC=CC=C1)(OC1=CC=CC=C1)OC1=CC=CC=C1 (triphenyl phosphite). Run in O (water). Reaction conditions: temperature 210 celsius. Yields the product C(C)N(C1=CC=CC=C1)CC1=CC=CC=C1 (N-ethyl-N-benzyl-aniline). The yield is 87.0%. RXN SMILES: [CH2:1]([NH:3][C:4]1[CH:9]=[CH:8][CH:7]=[CH:6][CH:5]=1)[CH3:2].[CH2:10](O)[C:11]1[CH:16]=[CH:15][CH:14]=[CH:13][CH:12]=1.P(OC1C=CC=CC=1)(OC1C=CC=CC=1)OC1C=CC=CC=1>O>[CH2:1]([N:3]([CH2:10][C:11]1[CH:16]=[CH:15][CH:14]=[CH:13][CH:12]=1)[C:4]1[CH:9]=[CH:8][CH:7]=[CH:6][CH:5]=1)[CH3:2]. Procedure: 182 parts of N-ethylaniline, 170 parts of benzyl alcohol and 10 parts of triphenyl phosphite are mixed whilst stirring and next heated to an internal temperature of 184° C, at which the elimination of water commences. The mixture is then heated to an internal temperature of 210° C in the course of 8 hours. During this time, 25 parts of water have distilled off and the condensation has ended. The excess ethylaniline and unconverted benzyl alcohol are then distilled off. 276 parts of N-ethyl-N-ben... The reactants are N1CCC(CC1)=O (4-piperidone), Cl.N1=CC(=CC=C1)CCl (3-picolyl chloride hydrochloride). The product is N1=CC(=CC=C1)CN1CCC(CC1)=O (1-(3-Pyridinylmethyl)-4-piperidone). Reaction SMILES: [NH:1]1[CH2:6][CH2:5][C:4](=[O:7])[CH2:3][CH2:2]1.Cl.[N:9]1[CH:14]=[CH:13][CH:12]=[C:11]([CH2:15]Cl)[CH:10]=1>>[N:9]1[CH:14]=[CH:13][CH:12]=[C:11]([CH2:15][N:1]2[CH2:6][CH2:5][C:4](=[O:7])[CH2:3][CH2:2]2)[CH:10]=1 |f:1.2|. Reported procedure: 1-(3-Pyridinylmethyl)-4-piperidone is prepared from 4-piperidone and 3-picolyl chloride hydrochloride essentially as described above in Example 38, Scheme C, step a. Starting materials: CC1c2ccccc2CC(O)Cc2ccccc21, O, O=P(Cl)(Cl)Cl, c1ccncc1. Yields the product CC1c2ccccc2C=CCc2ccccc21. RXN SMILES: [CH3:1][CH:2]1[c:3]2[c:4]([cH:15][cH:16][cH:17][cH:18]2)[CH2:5][CH:6]([OH:14])[CH2:7][c:8]2[c:9]1[cH:10][cH:11][cH:12][cH:13]2.[OH2:30].[P:25]([Cl:26])([Cl:27])([Cl:28])=[O:29].[cH:19]1[cH:20][cH:21][n:22][cH:23][cH:24]1>>[CH3:1][CH:2]1[c:3]2[c:4]([cH:15][cH:16][cH:17][cH:18]2)[CH2:5][CH:6]=[CH:7][c:8]2[c:9]1[cH:10][cH:11][cH:12][cH:13]2. The reactants are resultant mixture, CN(C1=CC=C(C=C1)C(=C(C)Br)C1=CC=C(C=C1)N(C)C)C (1,1-bis(4-dimethylaminophenyl)-2-bromopropene), C1CCOC1 (THF), ClP(C1=CC=CC=C1)C1=CC=CC=C1 (chlorodiphenylphosphine), C(CCC)[Li] (butyllithium). Run in O (Water). Conditions: temperature -60 celsius, time 16 hour. The product is CN(C1=CC=C(C=C1)C(=C(C)P(C1=CC=CC=C1)C1=CC=CC=C1)C1=CC=C(C=C1)N(C)C)C (1,1-Bis(4-dimethylaminophenyl)-2-(diphenylphosphino)propene). Isolated yield 68.2%. Reaction SMILES: [CH3:1][N:2]([CH3:22])[C:3]1[CH:8]=[CH:7][C:6]([C:9]([C:13]2[CH:18]=[CH:17][C:16]([N:19]([CH3:21])[CH3:20])=[CH:15][CH:14]=2)=[C:10](Br)[CH3:11])=[CH:5][CH:4]=1.C1COCC1.C([Li])CCC.Cl[P:34]([C:41]1[CH:46]=[CH:45][CH:44]=[CH:43][CH:42]=1)[C:35]1[CH:40]=[CH:39][CH:38]=[CH:37][CH:36]=1>O>[CH3:1][N:2]([CH3:22])[C:3]1[CH:8]=[CH:7][C:6]([C:9]([C:13]2[CH:18]=[CH:17][C:16]([N:19]([CH3:21])[CH3:20])=[CH:15][CH:14]=2)=[C:10]([P:34]([C:41]2[CH:42]=[CH:43][CH:44]=[CH:45][CH:46]=2)[C:35]2[CH:40]=[CH:39][CH:38]=[CH:37][CH:36]=2)[CH3:11])=[CH:5][CH:4]=1. Procedure details: Into a reactor were introduced 3.0 g (8.3 mmol) of the 1,1-bis(4-dimethylaminophenyl)-2-bromopropene and 10 mL of THF under a nitrogen atmosphere. The contents were cooled to −60° C. Thereto was gradually added dropwise 5.2 mL (8.3 mmol; 1.6 M hexane solution) of butyllithium. The resultant mixture was stirred for 30 minutes. Thereafter, 1.1 mL (6.0 mmol) of chlorodiphenylphosphine was added thereto and this mixture was heated to room temperature and stirred for 16 hours. Water was added to the ... The reactants are ClC1=CC(=C(C#N)C=C1)OC1=C(C(=CC=C1)C=O)O (4-Chloro-2-(3-formyl-2-hydroxyphenoxy)benzonitrile), BrCCF (1-bromo-2-fluoroethane), C([O-])([O-])=O.[Cs+].[Cs+] (cesium carbonate), [OH-].[Na+] (sodium hydroxide). The solvent is CN(C)C=O (DMF). Yields the product ClC1=CC(=C(C#N)C=C1)OC1=C(C(=CC=C1)C=O)OCCF (4-chloro-2-[2-(2-fluoroethoxy)-3-formylphenoxy]benzonitrile). Isolated yield 99.5%. As a reaction SMILES: [Cl:1][C:2]1[CH:9]=[CH:8][C:5]([C:6]#[N:7])=[C:4]([O:10][C:11]2[CH:16]=[CH:15][CH:14]=[C:13]([CH:17]=[O:18])[C:12]=2[OH:19])[CH:3]=1.Br[CH2:21][CH2:22][F:23].C(=O)([O-])[O-].[Cs+].[Cs+].[OH-].[Na+]>CN(C=O)C>[Cl:1][C:2]1[CH:9]=[CH:8][C:5]([C:6]#[N:7])=[C:4]([O:10][C:11]2[CH:16]=[CH:15][CH:14]=[C:13]([CH:17]=[O:18])[C:12]=2[O:19][CH2:21][CH2:22][F:23])[CH:3]=1 |f:2.3.4,5.6|. Reported procedure: 4-Chloro-2-(3-formyl-2-hydroxyphenoxy)benzonitrile (0.29 g, 1.1 mmol), 1-bromo-2-fluoroethane (0.20 mL, 0.34 g, 2.7 mmol) and cesium carbonate (0.41 g, 1.3 mmol) were heated with stirring in dry DMF (5 mL) at 50° C. for 23 h. The reaction mixture was cooled, poured into 1N sodium hydroxide solution and extracted with ethyl acetate. The ethyl acetate layer was separated, washed with 1N sodium hydroxide solution (3×), water (4×), brine (1×), and dried over MgSO4. After filtration, the solvent was ...